The task is: describe an organic reaction: reactants, conditions, products, and yield. This data is from the Open Reaction Database (ORD), a public repository of structured organic reaction records. Starting materials: CC(C)(C)OC(=O)NC(CC1CCCCC1)C(=O)O, C1COCCN1. The product is CC(C)(C)OC(=O)NC(CC1CCCCC1)C(=O)N1CCOCC1. RXN SMILES: [C:1](=[O:2])([O:3][C:4]([CH3:5])([CH3:6])[CH3:7])[NH:8][CH:9]([CH2:10][CH:11]1[CH2:12][CH2:13][CH2:14][CH2:15][CH2:16]1)[C:17](=[O:18])[OH:19].[CH2:20]1[CH2:21][O:22][CH2:23][CH2:24][NH:25]1>>[C:1](=[O:2])([O:3][C:4]([CH3:5])([CH3:6])[CH3:7])[NH:8][CH:9]([CH2:10][CH:11]1[CH2:12][CH2:13][CH2:14][CH2:15][CH2:16]1)[C:17](=[O:19])[N:25]1[CH2:20][CH2:21][O:22][CH2:23][CH2:24]1. Starting materials: C#CC(C)(C)C, CCCCN, CN(CC=CCl)Cc1cccc2ccccc12, [Cu]I, C1CCOC1. Yields the product CN(CC=CC#CC(C)(C)C)Cc1cccc2ccccc12, Cl. RXN SMILES: [C:23]([CH3:24])([CH3:25])([CH3:26])[C:27]#[CH:28].[CH2:18]([NH2:19])[CH2:20][CH2:21][CH3:22].[Cl:1][CH:2]=[CH:3][CH2:4][N:5]([CH2:6][c:7]1[cH:8][cH:9][cH:10][c:11]2[cH:12][cH:13][cH:14][cH:15][c:16]12)[CH3:17].[Cu:29][I:30].[O:31]1[CH2:32][CH2:33][CH2:34][CH2:35]1>>[CH:2](=[CH:3][CH2:4][N:5]([CH2:6][c:7]1[cH:8][cH:9][cH:10][c:11]2[cH:12][cH:13][cH:14][cH:15][c:16]12)[CH3:17])[C:28]#[C:27][C:23]([CH3:24])([CH3:25])[CH3:26].[ClH:1]. Starting materials: O.ON1N=NC2=C1C=CC=C2 (1-Hydroxybenzotriazole hydrate), C(C)(C)N(C(C)C)CC (N,N-diisopropylethylamine), Cl.CN(CCCN=C=NCC)C (1-(3-dimethylaminopropyl)-3-ethyl carbodiimide hydrochloride), O=C(CCC1=CC=CC=C1)N[C@@H](CC(C)C)C(=O)NC(C(O)P(=O)(OC)CC)CC1CCCCC1 ((1-Oxo-3-phenylpropyl)-N-[1-(cyclohexylmethyl)-2-(ethylmethoxyphosphinyl)-2-hydroxyethyl]-L-leucinamide). The solvent is CN(C=O)C (dimethylformamide). Reaction conditions: time 24 hour. Product: C1(CCCCC1)C[C@@H](C(O)P(OC)(=O)NC)NC([C@@H](NC(CCC1=CC=CC=C1)=O)CC(C)C)=O ((2S)-[3-Cyclohexyl-1-hydroxy-2-[[N-(1-oxo-3-phenylpropyl)-L-leucyl]amino]propyl]-N-methyl phosphonamidic acid, methyl ester). Isolated yield 49.8%. As a reaction SMILES: O.O[N:3]1[C:7]2C=CC=CC=2N=N1.C(N(CC)C(C)C)(C)C.Cl.CN(C)CCCN=C=NCC.[O:33]=[C:34]([NH:43][C@H:44]([C:49]([NH:51][CH:52]([CH2:61][CH:62]1[CH2:67][CH2:66][CH2:65][CH2:64][CH2:63]1)[CH:53]([P:55](CC)([O:57][CH3:58])=[O:56])[OH:54])=[O:50])[CH2:45][CH:46]([CH3:48])[CH3:47])[CH2:35][CH2:36][C:37]1[CH:42]=[CH:41][CH:40]=[CH:39][CH:38]=1>CN(C)C=O>[CH:62]1([CH2:61][C@H:52]([NH:51][C:49](=[O:50])[C@H:44]([CH2:45][CH:46]([CH3:47])[CH3:48])[NH:43][C:34](=[O:33])[CH2:35][CH2:36][C:37]2[CH:38]=[CH:39][CH:40]=[CH:41][CH:42]=2)[CH:53]([P:55]([NH:3][CH3:7])(=[O:56])[O:57][CH3:58])[OH:54])[CH2:67][CH2:66][CH2:65][CH2:64][CH2:63]1 |f:0.1,3.4|. Procedure details: 1-Hydroxybenzotriazole hydrate (225 mg, 1.47 mmol), N,N-diisopropylethylamine (237.8 μl, 1.365 mmol) and 1-(3-dimethylaminopropyl)-3-ethyl carbodiimide hydrochloride (281.8 mg, 1.47 mmol) were sequentially added to a solution of the title B compound obtained from the previous reaction and the title B compound from Example 17 (276 mg, 1.26 mmol) in 5 ml dimethylformamide of 0°. The reaction mixture was warmed and stirred at room temperature for 24 hours after which it was concentrated, then treat... Solvent: C(C)#N (acetonitrile). Product: [C@H]1(CCC2=CC=CC=C12)NC=1OCC2=C(N1)C=CC(=C2)NC(CN2CC(N(CC2)C)COC)=O (N-[2-((R)-Indan-1-ylamino)-4H-benzo[d][1,3]oxazin-6-yl]-2-(3-methoxymethyl-4-methyl-piperazin-1-yl)-acetamide). Starting materials: ClCC(=O)NC1=CC2=C(N=C(OC2)N[C@@H]2CCC3=CC=CC=C23)C=C1 (2-Chloro-N-[2-((R)-indan-1-ylamino)-4H-benzo[d][1,3]oxazin-6-yl]-acetamide), COCC1N(CCNC1)C (rac-2-methoxymethyl-1-methyl-piperazine), C(C)(C)N(CC)C(C)C (diisopropylethyl amine). As a reaction SMILES: Cl[CH2:2][C:3]([NH:5][C:6]1[CH:25]=[CH:24][C:9]2[N:10]=[C:11]([NH:14][C@H:15]3[C:23]4[C:18](=[CH:19][CH:20]=[CH:21][CH:22]=4)[CH2:17][CH2:16]3)[O:12][CH2:13][C:8]=2[CH:7]=1)=[O:4].[CH3:26][O:27][CH2:28][CH:29]1[CH2:34][NH:33][CH2:32][CH2:31][N:30]1[CH3:35].C(N(C(C)C)CC)(C)C>C(#N)C>[C@H:15]1([NH:14][C:11]2[O:12][CH2:13][C:8]3[CH:7]=[C:6]([NH:5][C:3](=[O:4])[CH2:2][N:33]4[CH2:32][CH2:31][N:30]([CH3:35])[CH:29]([CH2:28][O:27][CH3:26])[CH2:34]4)[CH:25]=[CH:24][C:9]=3[N:10]=2)[C:23]2[C:18](=[CH:19][CH:20]=[CH:21][CH:22]=2)[CH2:17][CH2:16]1. Reported procedure: Prepared from 2-chloro-N-[2-((R)-indan-1-ylamino)-4H-benzo[d][1,3]oxazin-6-yl]-acetamide (Example 3, step A) (70 mg, 0.197 mmol), commercially available rac-2-methoxymethyl-1-methyl-piperazine (CAS no. 734507-92-7) (28.5 mg, 0.197 mmol) and diisopropylethyl amine (167 ul, 0.984 mmol) in acetonitrile (2 ml) according to the procedure described for Example 3 step B. Obtained the title compound as a light yellow (50 mg, 55%), MS (ISP) m/e=464.3 [(M+H)+]. The reactants are Oc1ccccc1F, O=[N+]([O-])c1ccc(F)cc1. Yields the product O=[N+]([O-])c1ccc(Oc2ccccc2F)cc1. As a reaction SMILES: [F:11][c:12]1[c:13]([OH:18])[cH:14][cH:15][cH:16][cH:17]1.[F:1][c:2]1[cH:3][cH:4][c:5]([N+:8](=[O:9])[O-:10])[cH:6][cH:7]1>>[c:2]1([O:18][c:13]2[c:12]([F:11])[cH:17][cH:16][cH:15][cH:14]2)[cH:3][cH:4][c:5]([N+:8](=[O:9])[O-:10])[cH:6][cH:7]1. Reactants: F[B-](F)(F)F, CCOC(=O)c1oc2cccc(O)c2c1C, ClCCl, F[n+]1c(Cl)cccc1Cl. Product: CCOC(=O)c1oc2ccc(F)c(O)c2c1C. RXN SMILES: [B-:17]([F:18])([F:19])([F:20])[F:21].[CH2:1]([CH3:2])[O:3][C:4](=[O:5])[c:6]1[o:7][c:8]2[c:9]([c:10]1[CH3:11])[c:12]([OH:16])[cH:13][cH:14][cH:15]2.[Cl:31][CH2:32][Cl:33].[F:22][n+:23]1[c:24]([Cl:25])[cH:26][cH:27][cH:28][c:29]1[Cl:30]>>[CH2:1]([CH3:2])[O:3][C:4](=[O:5])[c:6]1[o:7][c:8]2[c:9]([c:10]1[CH3:11])[c:12]([OH:16])[c:13]([F:18])[cH:14][cH:15]2. The reactants are CN(CC(CCl)C)C (3-dimethylamino-2-methylpropyl chloride), [Tl].[Tl].OC=1C=C(C=CC1)C(=O)C(=O)C1=CC(=CC=C1)O (3,3'-dihydroxybenzil dithallium salt), CN(C=O)C (N,N-dimethylformamide), C1=C(C=CC2=CC=CC=C12)S(=O)(=O)O (naphthalene-2-sulfonic acid). The solvent is C1(=CC=CC=C1)C (toluene), C1(=CC=CC=C1)C (toluene), C(C)O (ethanol). Yields the product CN(CC(COC=1C=C(C=CC1)C(=O)C(=O)C1=CC(=CC=C1)OCC(CN(C)C)C)C)C (3,3'-Bis(3-Dimethylamino-2-methylpropoxy)Benzil). As a reaction SMILES: [Tl].[Tl].[OH:3][C:4]1[CH:5]=[C:6]([C:10]([C:12]([C:14]2[CH:19]=[CH:18][CH:17]=[C:16]([OH:20])[CH:15]=2)=[O:13])=[O:11])[CH:7]=[CH:8][CH:9]=1.[CH3:21][N:22]([CH3:28])[CH2:23][CH:24]([CH3:27])[CH2:25]Cl.C1[C:38]2[C:33](=[CH:34]C=CC=2)[CH:32]=CC=1S(O)(=O)=O.[CH3:43][N:44](C)[CH:45]=O>C1(C)C=CC=CC=1.C(O)C>[CH3:21][N:22]([CH3:28])[CH2:23][CH:24]([CH3:27])[CH2:25][O:3][C:4]1[CH:5]=[C:6]([C:10]([C:12]([C:14]2[CH:19]=[CH:18][CH:17]=[C:16]([O:20][CH2:32][CH:33]([CH3:38])[CH2:34][N:44]([CH3:45])[CH3:43])[CH:15]=2)=[O:13])=[O:11])[CH:7]=[CH:8][CH:9]=1 |f:0.1.2,^1:0,1|. Procedure: To a dry, stirred suspension of 3,3'-dihydroxybenzil dithallium salt (20 g.) in toluene (250 ml.) and N,N-dimethylformamide (250 ml.) was added dropwise 104 ml. of a solution containing 48 g. of 3-dimethylamino-2-methylpropyl chloride in 500 ml. of toluene. The mixture was stirred and heated under reflux overnight. The resulting heavy white precipitate was removed and washed with toluene. The toluene solution and washings were evaporated to a syrup which was subjected to further evaporation usin... Reactants: CO (Methanol), CN1C(=CC2=CC=CC=C12)C=O (1-methyl-1H-indole-2-carboaldehyde), C(C)(=O)O[BH-](OC(C)=O)OC(C)=O.[Na+] (sodium triacetoxyborohydride), N1C(=NC2=C1C=CC=C2)NCC2CCNCC2 ((1H-benzimidazol-2-yl)-piperidin-4-ylmethyl-amine). Run in CN(C=O)C.C(C)(=O)O (dimethylformamide acetic acid). Run at time 8 hour. The product is N1C(=NC2=C1C=CC=C2)NCC2CCN(CC2)CC=2N(C1=CC=CC=C1C2)C ((1H-benzimidazol-2-yl)-[1-(1-methyl-1H-indol-2-ylmethyl)-piperidin-4-ylmethyl]-amine). Reaction SMILES: [CH3:1][N:2]1[C:10]2[C:5](=[CH:6][CH:7]=[CH:8][CH:9]=2)[CH:4]=[C:3]1[CH:11]=O.C(O[BH-](OC(=O)C)OC(=O)C)(=O)C.[Na+].[NH:27]1[C:31]2[CH:32]=[CH:33][CH:34]=[CH:35][C:30]=2[N:29]=[C:28]1[NH:36][CH2:37][CH:38]1[CH2:43][CH2:42][NH:41][CH2:40][CH2:39]1.CO>CN(C)C=O.C(O)(=O)C>[NH:27]1[C:31]2[CH:32]=[CH:33][CH:34]=[CH:35][C:30]=2[N:29]=[C:28]1[NH:36][CH2:37][CH:38]1[CH2:43][CH2:42][N:41]([CH2:11][C:3]2[N:2]([CH3:1])[C:10]3[C:5]([CH:4]=2)=[CH:6][CH:7]=[CH:8][CH:9]=3)[CH2:40][CH2:39]1 |f:1.2,5.6|. Procedure: After adding 1-methyl-1H-indole-2-carboaldehyde (0.26 mmol) and sodium triacetoxyborohydride (0.26 mmol) to a solution of (1H-benzimidazol-2-yl)-piperidin-4-ylmethyl-amine (20.0 mg, 0.09 mmol) in dimethylformamide-acetic acid (10:1) (1.0 ml), the mixture was stirred at room temperature overnight. Methanol (1.0 ml) was added to the reaction mixture to suspend the reaction, and after stirring for 1 hour, the solution was passed through SCX (Bond Elute SCX500MG: cationic ion-exchange resin, Varian)...